The task is: describe an organic reaction: reactants, conditions, products, and yield. This data is from the Open Reaction Database (ORD), a public repository of structured organic reaction records. The reactants are FC=1C=C2C(=C(C=NC2=CN1)C#N)NC1=CC=C(C=C1)OC1=CC=CC=C1 (6-Fluoro-4-(4-phenoxy-phenylamino)-[1,7]naphthyridine-3-carbonitrile), N1(CCOCC1)CCN (2-morpholin-4-yl-ethylamine). Product: N1(CCOCC1)CCNC=1C=C2C(=C(C=NC2=CN1)C#N)NC1=CC=C(C=C1)OC1=CC=CC=C1 (6-[(2-morpholin-4-ylethyl)amino]-4-[(4-phenoxyphenyl)amino]-1,7-naphthyridine-3-carbonitrile). The yield is 44.0%. Reaction SMILES: F[C:2]1[CH:3]=[C:4]2[C:9](=[CH:10][N:11]=1)[N:8]=[CH:7][C:6]([C:12]#[N:13])=[C:5]2[NH:14][C:15]1[CH:20]=[CH:19][C:18]([O:21][C:22]2[CH:27]=[CH:26][CH:25]=[CH:24][CH:23]=2)=[CH:17][CH:16]=1.[N:28]1([CH2:34][CH2:35][NH2:36])[CH2:33][CH2:32][O:31][CH2:30][CH2:29]1>>[N:28]1([CH2:34][CH2:35][NH:36][C:2]2[CH:3]=[C:4]3[C:9](=[CH:10][N:11]=2)[N:8]=[CH:7][C:6]([C:12]#[N:13])=[C:5]3[NH:14][C:15]2[CH:20]=[CH:19][C:18]([O:21][C:22]3[CH:27]=[CH:26][CH:25]=[CH:24][CH:23]=3)=[CH:17][CH:16]=2)[CH2:33][CH2:32][O:31][CH2:30][CH2:29]1. Procedure details: Following the procedure described above in Example 34, 6-Fluoro-4-(4-phenoxy-phenylamino)-[1,7]naphthyridine-3-carbonitrile was reacted with 2-morpholin-4-yl-ethylamine. The crude product was purified by flash column chromatography (2% methanol in methylene chloride) to give a yellow solid (0.12 g, 44%). 1H NMR (400 MHz, DMSO-D6) δ ppm 2.5 (m, 4 H) 2.6 (t, J=6.8 Hz, 2 H) 3.4 (m, 2 H) 3.6 (m, 4 H) 6.6 (t, J=5.6 Hz, 1 H) 7.0 (m, 2 H) 7.1 (m, 4 H) 7.4 (m, 3 H) 8.2 (s, 1 H) 8.3 (s, 1 H) 8.8 (s, 1 H)... Reactants: ClC1=C(CBr)C(=CC=C1)C (2-chloro-6-methylbenzylbromide), ClC=1C(=C(CBr)C=CC1)C (3-chloro-2-methylbenzylbromide), NC=1C=2N(C=CC1)C(=C(N2)C)C (8-amino-2,3-dimethylimidazo[1,2-a]pyridine). The product is BrC=1C(=C(CNC=2C=3N(C=CC2)C(=C(N3)C)C)C=CC1)C (8-(3-bromo-2-methylbenzylamino)-2,3-dimethylimidazo[1,2-a]pyridine). RXN SMILES: Cl[C:2]1[CH:9]=[CH:8][CH:7]=[C:6]([CH3:10])[C:3]=1[CH2:4]Br.ClC1C(C)=C(C=CC=1)C[Br:16].[NH2:21][C:22]1[C:23]2[N:24]([C:28]([CH3:32])=[C:29]([CH3:31])[N:30]=2)[CH:25]=[CH:26][CH:27]=1>>[Br:16][C:2]1[C:3]([CH3:4])=[C:6]([CH:7]=[CH:8][CH:9]=1)[CH2:10][NH:21][C:22]1[C:23]2[N:24]([C:28]([CH3:32])=[C:29]([CH3:31])[N:30]=2)[CH:25]=[CH:26][CH:27]=1. Reported procedure: Example 1.34 and 1.35 are prepared from a mixture of 2-chloro-6-methylbenzylbromide and 3-chloro-2-methylbenzylbromide. The yields are referred to 8-amino-2,3-dimethylimidazo[1,2-a]pyridine. Starting materials: C(C)OC(CC1=CC(=CC(=C1)B1OC(C(O1)(C)C)(C)C)Cl)=O ([3-chloro-5-(4,4,5,5-tetramethyl-[1,3,2]dioxaborolan-2-yl)-phenyl]-acetic acid ethyl ester), BrC1=C(C=O)C=C(C=C1)C(F)(F)F (2-bromo-5-(trifluoromethyl)benzaldehyde). Product: C(C)OC(CC=1C=C(C=C(C1)Cl)C1=C(C=C(C=C1)C(F)(F)F)C=O)=O ((5-Chloro-2′-formyl-4′-trifluoromethyl-biphenyl-3-yl)-acetic acid ethyl ester). Reaction SMILES: [CH2:1]([O:3][C:4](=[O:22])[CH2:5][C:6]1[CH:11]=[C:10](B2OC(C)(C)C(C)(C)O2)[CH:9]=[C:8]([Cl:21])[CH:7]=1)[CH3:2].Br[C:24]1[CH:31]=[CH:30][C:29]([C:32]([F:35])([F:34])[F:33])=[CH:28][C:25]=1[CH:26]=[O:27]>>[CH2:1]([O:3][C:4](=[O:22])[CH2:5][C:6]1[CH:11]=[C:10]([C:24]2[CH:31]=[CH:30][C:29]([C:32]([F:35])([F:34])[F:33])=[CH:28][C:25]=2[CH:26]=[O:27])[CH:9]=[C:8]([Cl:21])[CH:7]=1)[CH3:2]. Procedure: Prepared according to the procedure described in Example 1, Step 4, using the following starting materials: [3-chloro-5-(4,4,5,5-tetramethyl-[1,3,2]dioxaborolan-2-yl)-phenyl]-acetic acid ethyl ester and 2-bromo-5-(trifluoromethyl)benzaldehyde. The reactants are ClC1=C(C=CC=C1)N1N=C(N=C1C1=C(C=C(C=C1)Cl)Cl)C(=O)O (1-(chlorophenyl)-5-(2,4-dichlorophenyl)-1H-1,2,4-triazole-3-carboxylic acid), C(C(=O)Cl)(=O)Cl (oxalyl chloride). Solvent: ClCCl (dichloromethane). Yields the product ClC1=C(C=CC=C1)N1N=C(N=C1C1=C(C=C(C=C1)Cl)Cl)C(=O)Cl (1-(chlorophenyl)-5-(2,4-dichlorophenyl)-1H-1,2,4-triazole-3-carbonyl chloride). As a reaction SMILES: [Cl:1][C:2]1[CH:7]=[CH:6][CH:5]=[CH:4][C:3]=1[N:8]1[C:12]([C:13]2[CH:18]=[CH:17][C:16]([Cl:19])=[CH:15][C:14]=2[Cl:20])=[N:11][C:10]([C:21]([OH:23])=O)=[N:9]1.C(Cl)(=O)C([Cl:27])=O>ClCCl>[Cl:1][C:2]1[CH:7]=[CH:6][CH:5]=[CH:4][C:3]=1[N:8]1[C:12]([C:13]2[CH:18]=[CH:17][C:16]([Cl:19])=[CH:15][C:14]=2[Cl:20])=[N:11][C:10]([C:21]([Cl:27])=[O:23])=[N:9]1. Procedure: Part B: To a stirred solution of 1-(chlorophenyl)-5-(2,4-dichlorophenyl)-1H-1,2,4-triazole-3-carboxylic acid (0.37 g, 1.00 mmol) in dichloromethane (10 mL) is added oxalyl chloride (0.254 g, 2.00 mmol). The resulting mixture is concentrated in vacuo to give crude 1-(chlorophenyl)-5-(2,4-dichlorophenyl)-1H-1,2,4-triazole-3-carbonyl chloride.